Dataset: the Open Reaction Database (ORD), a public repository of structured organic reaction records. Task: describe an organic reaction: reactants, conditions, products, and yield Reactants: N (ammonia), S(=O)(=O)(C1=CC=C(C)C=C1)OCC1CC2=C(N=CS2)CC1 (6-Tosyloxymethyl-4,5,6,7-tetrahydro-benzo[d]thiazole). The solvent is CO (methanol). The product is NCC1CC2=C(N=CS2)CC1 (6-Aminomethyl-4,5,6,7-tetrahydro-benzo[d]thiazole). Yield: 42.0%. Reaction SMILES: [NH3:1].S(O[CH2:13][CH:14]1[CH2:22][CH2:21][C:17]2[N:18]=[CH:19][S:20][C:16]=2[CH2:15]1)(C1C=CC(C)=CC=1)(=O)=O>CO>[NH2:1][CH2:13][CH:14]1[CH2:22][CH2:21][C:17]2[N:18]=[CH:19][S:20][C:16]=2[CH2:15]1. Reported procedure: The compound is prepared by action of ammonia on the above tosylate (V), in methanol, in a autoclave at 100° C. B.p.0.5 =100°-106° C. Yield: 42%. The reactants are N(=O)[O-].[Na+] (sodium nitrite), cuprous oxide, N(=O)[O-].[Na+] (sodium nitrite), NC1=C(C=C(C=C1)C(C)=O)Cl (4'-amino-3'-chloroacetophenone), Cl (hydrochloric acid). The solvent is O (water), O (water), O (water). Run at temperature 0 celsius, time 15 minute. The product is ClC=1C=C(C=CC1[N+](=O)[O-])C(C)=O (3'-chloro-4'-nitroacetophenone). The yield is 74.8%. Reaction SMILES: [N:1]([O-:3])=[O:2].[Na+].N[C:6]1[CH:11]=[CH:10][C:9]([C:12](=[O:14])[CH3:13])=[CH:8][C:7]=1[Cl:15].Cl>O>[Cl:15][C:7]1[CH:8]=[C:9]([C:12](=[O:14])[CH3:13])[CH:10]=[CH:11][C:6]=1[N+:1]([O-:3])=[O:2] |f:0.1|. Reported procedure: A solution of sodium nitrite (1.63 g) in water (4.3 ml) was added dropwise to a solution of 4'-amino-3'-chloroacetophenone (2.5 g) and concentrated hydrochloric acid (5.5 ml) in water (5.5 ml) at 0° to 3° C., and the solution was stirred for 15 minutes at 0° C. The resulting solution was added portionwise to a mixture of sodium nitrite (7.3 g) and cuprous oxide (0.76 g) in water (32 ml) at -5° to 0° C. The mixture was stirred for 1 hour at 0° C. and for 1 hour at room temperature, and extracted ... Starting materials: O (Water), ClC1=CC2=C(N=C(S2)N2CCN(CC2)CC=2C=C(C=C(C2)C)O)C=C1 (3-{[4-(6-chlorobenzothiazole-2-yl)piperazine-1-yl]methyl}-5-methylphenol), C(C)(=O)OCCBr (bromoethyl acetate), C([O-])([O-])=O.[Cs+].[Cs+] (cesium carbonate). The solvent is C(C)(=O)OCC (ethyl acetate), CN(C=O)C (N,N-dimethylformamide). Conditions: temperature 50 celsius, time 17 hour. Yields the product C(C)(=O)OCCOC1=CC=CC=C1 (phenoxyethyl acetate). As a reaction SMILES: ClC1C=CC2N=C(N3CCN(C[C:16]4[CH:17]=[C:18]([OH:23])[CH:19]=[C:20](C)[CH:21]=4)CC3)SC=2C=1.[C:26]([O:29][CH2:30][CH2:31]Br)(=[O:28])[CH3:27].C(=O)([O-])[O-].[Cs+].[Cs+].O>CN(C)C=O.C(OCC)(=O)C>[C:26]([O:29][CH2:30][CH2:31][O:23][C:18]1[CH:17]=[CH:16][CH:21]=[CH:20][CH:19]=1)(=[O:28])[CH3:27] |f:2.3.4|. Reported procedure: A mixture of 3-{[4-(6-chlorobenzothiazole-2-yl)piperazine-1-yl]methyl}-5-methylphenol (0.50 g; 1.34 mmol), bromoethyl acetate (0.22 ml; 2.01 mmol) and cesium carbonate (0.65 g; 2.01 mmol) in anhydrous N,N-dimethylformamide (5 ml) was stirred at 50° C. for 17 hours. Water and ethyl acetate were added to the reaction solution and extracted. The organic layer was washed with brine, dried over anhydrous sodium sulphate, and evaporated under reduced pressure. The residue was purified by column chroma... The reactants are C1CCOC1, C#CC(OCC)OCC, [Li]CCCC, CCC=O. Yields the product CCOC(C#CC(O)CC)OCC. As a reaction SMILES: [CH2:19]1[O:20][CH2:21][CH2:22][CH2:23]1.[CH2:1]([CH3:2])[O:3][CH:4]([C:5]#[CH:6])[O:7][CH2:8][CH3:9].[CH3:10][CH2:11][CH2:12][CH2:13][Li:14].[CH:15]([CH2:16][CH3:17])=[O:18]>>[CH2:1]([CH3:2])[O:3][CH:4]([C:5]#[C:6][CH:15]([CH2:16][CH3:17])[OH:18])[O:7][CH2:8][CH3:9]. Starting materials: CC(C)=C (isobutylene), COC=1C=C(C(=O)O)C=CC1C (3-methoxy-4-methylbenzoic acid), S(O)(O)(=O)=O (sulfuric acid), CC(C)=C (isobutylene), [OH-].[Na+] (sodium hydroxide). Run in C(Cl)Cl (methylene chloride). Run at time 16 hour. Product: COC=1C=C(C(=O)OC(C)(C)C)C=CC1C (t-butyl 3-methoxy-4-methylbenzoate). The yield is 70.0%. As a reaction SMILES: [CH3:1][O:2][C:3]1[CH:4]=[C:5]([CH:9]=[CH:10][C:11]=1[CH3:12])[C:6]([OH:8])=[O:7].S(=O)(=O)(O)O.[CH3:18][C:19](=[CH2:21])[CH3:20].[OH-].[Na+]>C(Cl)Cl>[CH3:1][O:2][C:3]1[CH:4]=[C:5]([CH:9]=[CH:10][C:11]=1[CH3:12])[C:6]([O:8][C:19]([CH3:21])([CH3:20])[CH3:18])=[O:7] |f:3.4|. Procedure: A solution of 3-methoxy-4-methylbenzoic acid (10.0 g), concentrated sulfuric acid (1 ml), and condensed isobutylene (200 ml) in methylene chloride (200 ml) was placed in a pressure vessel and stirred for 16 hours. The vessel was then opened to vent unreacted isobutylene. The remaining liquid was poured into 10% (w/v) sodium hydroxide solution (150 ml) and extracted twice with ethyl acetate. The combined extracts were washed with brine, dried (MgSO4), and evaporated. The residue was purified by f... Starting materials: OBO, CC(=O)[O-], [Cl-], COc1ccc(CN(Cc2ccc(OC)cc2)c2nc(C)nc(Cl)n2)cc1, OB(O)c1cc(Cl)cnc1F, [K+], [NH4+], C1COCCO1. Yields the product COc1ccc(CN(Cc2ccc(OC)cc2)c2nc(C)nc(-c3cc(Cl)cnc3F)n2)cc1. Reaction SMILES: [BH:44]([OH:45])[OH:46].[CH3:40][C:41](=[O:42])[O-:43].[Cl-:47].[Cl:12][c:13]1[n:14][c:15]([N:20]([CH2:21][c:22]2[cH:23][cH:24][c:25]([O:28][CH3:29])[cH:26][cH:27]2)[CH2:30][c:31]2[cH:32][cH:33][c:34]([O:37][CH3:38])[cH:35][cH:36]2)[n:16][c:17]([CH3:19])[n:18]1.[Cl:1][c:2]1[cH:3][c:4]([B:9]([OH:10])[OH:11])[c:5]([F:8])[n:6][cH:7]1.[K+:39].[NH4+:48].[O:49]1[CH2:50][CH2:51][O:52][CH2:53][CH2:54]1>>[Cl:1][c:2]1[cH:3][c:4](-[c:13]2[n:14][c:15]([N:20]([CH2:21][c:22]3[cH:23][cH:24][c:25]([O:28][CH3:29])[cH:26][cH:27]3)[CH2:30][c:31]3[cH:32][cH:33][c:34]([O:37][CH3:38])[cH:35][cH:36]3)[n:16][c:17]([CH3:19])[n:18]2)[c:5]([F:8])[n:6][cH:7]1. Reactants: C(C)(C)(C)OC(=O)N1C2CCC(C1C(NC1=C(C=C(C=C1)Br)N)=O)C2 (3-(2-Amino-4-bromo-phenylcarbamoyl)-2-aza-bicyclo[2.2.1]heptane-2-carboxylic acid tert-butyl ester). Solvent: C(C)O (ethanol). Reaction conditions: temperature 130 celsius. Product: C(C)(C)(C)OC(=O)N1C2CCC(C1C1=NC3=C(N1)C=C(C=C3)Br)C2 (3-(6-Bromo-1H-benzoimidazol-2-yl)-2-aza-bicyclo[2.2.1]heptane-2-carboxylic acid tert-butyl ester). RXN SMILES: [C:1]([O:5][C:6]([N:8]1[CH:13]([C:14](=O)[NH:15][C:16]2[CH:21]=[CH:20][C:19]([Br:22])=[CH:18][C:17]=2[NH2:23])[CH:12]2[CH2:25][CH:9]1[CH2:10][CH2:11]2)=[O:7])([CH3:4])([CH3:3])[CH3:2]>C(O)C>[C:1]([O:5][C:6]([N:8]1[CH:13]([C:14]2[NH:23][C:17]3[CH:18]=[C:19]([Br:22])[CH:20]=[CH:21][C:16]=3[N:15]=2)[CH:12]2[CH2:25][CH:9]1[CH2:10][CH2:11]2)=[O:7])([CH3:4])([CH3:3])[CH3:2]. Reported procedure: The above mixture of regioisomer 3-(2-Amino-4-bromo-phenylcarbamoyl)-2-aza-bicyclo[2.2.1]heptane-2-carboxylic acid tert-butyl ester was dissolved in ethanol and heated to 130° C. in sealed tube overnight and continue heating at 170° C. for 3 days. LC-MS showed desired product and Boc cleaved product (about 1:1 ratio). The mixture was concentrated down and dissolved DCM. Di-tert-butyl dicarbonate (0.6 eq.) was added and reaction was stirred overnight at room temperature. The reaction mixture was ... Reactants: COc1ccc(Cc2nc3c(C4CCCC4)noc3c(=O)[nH]2)cc1, O=S(=O)(O)Cl, O. The product is COc1ccc(Cc2nc3c(C4CCCC4)noc3c(=O)[nH]2)cc1, [Cl-]. RXN SMILES: [CH:1]1([c:6]2[n:7][o:8][c:9]3[c:10]2[n:11][c:12]([CH2:16][c:17]2[cH:18][cH:19][c:20]([O:23][CH3:24])[cH:21][cH:22]2)[nH:13][c:14]3=[O:15])[CH2:2][CH2:3][CH2:4][CH2:5]1.[Cl:25][S:26]([OH:27])(=[O:28])=[O:29].[OH2:30]>>[CH:1]1([c:6]2[n:7][o:8][c:9]3[c:10]2[n:11][c:12]([CH2:16][c:17]2[cH:18][cH:19][c:20]([O:23][CH3:24])[cH:21][cH:22]2)[nH:13][c:14]3=[O:15])[CH2:2][CH2:3][CH2:4][CH2:5]1.[Cl-:25]. The reactants are CCO (EtOH), [OH-].[Na+] (NaOH), C(C)OC(CC1(CC1)C1=CC=C(C=C1)C1=CC=C(C=C1)C1=C(C(=NO1)C)NC(C)C1=CC(=NO1)C1=CC=CC=C1)=O ([1-(4′-{3-Methyl-4-[1-(3-phenyl-isoxazol-5-yl)-ethylamino]-isoxazol-5-yl}-biphenyl-4-yl)-cyclopropyl]-acetic acid ethyl ester). The solvent is C1CCOC1 (THF). Conditions: temperature 60 celsius, time 8 hour. Yields the product CC1=NOC(=C1NC(C)C1=CC(=NO1)C1=CC=CC=C1)C1=CC=C(C=C1)C1=CC=C(C=C1)C1(CC1)CC(=O)O ([1-(4′-{3-Methyl-4-[1-(3-phenyl-isoxazol-5-yl)-ethylamino]-isoxazol-5-yl}-biphenyl-4-yl)-cyclopropyl]-acetic acid). As a reaction SMILES: C([O:3][C:4](=[O:41])[CH2:5][C:6]1([C:9]2[CH:14]=[CH:13][C:12]([C:15]3[CH:20]=[CH:19][C:18]([C:21]4[O:25][N:24]=[C:23]([CH3:26])[C:22]=4[NH:27][CH:28]([C:30]4[O:34][N:33]=[C:32]([C:35]5[CH:40]=[CH:39][CH:38]=[CH:37][CH:36]=5)[CH:31]=4)[CH3:29])=[CH:17][CH:16]=3)=[CH:11][CH:10]=2)[CH2:8][CH2:7]1)C.CCO.[OH-].[Na+]>C1COCC1>[CH3:26][C:23]1[C:22]([NH:27][CH:28]([C:30]2[O:34][N:33]=[C:32]([C:35]3[CH:36]=[CH:37][CH:38]=[CH:39][CH:40]=3)[CH:31]=2)[CH3:29])=[C:21]([C:18]2[CH:19]=[CH:20][C:15]([C:12]3[CH:11]=[CH:10][C:9]([C:6]4([CH2:5][C:4]([OH:41])=[O:3])[CH2:7][CH2:8]4)=[CH:14][CH:13]=3)=[CH:16][CH:17]=2)[O:25][N:24]=1 |f:2.3|. Reported procedure: [1-(4′-{3-Methyl-4-[1-(3-phenyl-isoxazol-5-yl)-ethylamino]-isoxazol-5-yl}-biphenyl-4-yl)-cyclopropyl]-acetic acid ethyl ester (0.0861 g, 0.157 mmol) was dissolved in THF (2 mL) then EtOH (1 mL) and NaOH (3N aq., 0.157 mL, 0.472 mmol) was added and the reaction stirred at 60° C. overnight. The reaction was submitted to standard workup procedure and purified via preparatory HPLC (0.1% TFA/H2O/ACN) to afford the title compound.